The task is: describe an organic reaction: reactants, conditions, products, and yield. This data is from the Open Reaction Database (ORD), a public repository of structured organic reaction records. Reactants: C1CCCNCC1, CS(=O)(=O)OCCC(NC(=O)C1SCCN1S(=O)(=O)c1ccc(-c2ccccc2)cc1)c1ccccc1. Yields the product O=C(NC(CCN1CCCCCC1)c1ccccc1)C1SCCN1S(=O)(=O)c1ccc(-c2ccccc2)cc1. RXN SMILES: [CH2:38]1[CH2:39][CH2:40][CH2:41][NH:42][CH2:43][CH2:44]1.[CH3:1][S:2]([O:3][CH2:6][CH2:7][CH:8]([c:9]1[cH:10][cH:11][cH:12][cH:13][cH:14]1)[NH:15][C:16](=[O:17])[CH:18]1[S:19][CH2:20][CH2:21][N:22]1[S:23](=[O:24])(=[O:25])[c:26]1[cH:27][cH:28][c:29](-[c:32]2[cH:33][cH:34][cH:35][cH:36][cH:37]2)[cH:30][cH:31]1)(=[O:4])=[O:5]>>[CH2:6]([CH2:7][CH:8]([c:9]1[cH:10][cH:11][cH:12][cH:13][cH:14]1)[NH:15][C:16](=[O:17])[CH:18]1[S:19][CH2:20][CH2:21][N:22]1[S:23](=[O:24])(=[O:25])[c:26]1[cH:27][cH:28][c:29](-[c:32]2[cH:33][cH:34][cH:35][cH:36][cH:37]2)[cH:30][cH:31]1)[N:42]1[CH2:41][CH2:40][CH2:39][CH2:38][CH2:44][CH2:43]1. Reactants: [H-].[Na+] (NaH), BrC=1C=C(C=2NC=3C=C(C=CC3C2N1)Cl)C(=O)OC (methyl 2-bromo-7-chloro-5H-pyrido[3,2-b]indole-4-carboxylate), ClCC1=CC=C(C=C1)OC (1-(chloromethyl)-4-methoxybenzene). Solvent: CN(C)C=O (DMF). Run at time 5 minute. The product is BrC=1C=C(C=2N(C=3C=C(C=CC3C2N1)Cl)CC1=CC=C(C=C1)OC)C(=O)OC (methyl 2-bromo-7-chloro-5-(4-methoxybenzyl)-5H-pyrido[3,2-b]indole-4-carboxylate). RXN SMILES: [H-].[Na+].[Br:3][C:4]1[CH:5]=[C:6]([C:18]([O:20][CH3:21])=[O:19])[C:7]2[NH:8][C:9]3[CH:10]=[C:11]([Cl:17])[CH:12]=[CH:13][C:14]=3[C:15]=2[N:16]=1.Cl[CH2:23][C:24]1[CH:29]=[CH:28][C:27]([O:30][CH3:31])=[CH:26][CH:25]=1>CN(C=O)C>[Br:3][C:4]1[CH:5]=[C:6]([C:18]([O:20][CH3:21])=[O:19])[C:7]2[N:8]([CH2:23][C:24]3[CH:29]=[CH:28][C:27]([O:30][CH3:31])=[CH:26][CH:25]=3)[C:9]3[CH:10]=[C:11]([Cl:17])[CH:12]=[CH:13][C:14]=3[C:15]=2[N:16]=1 |f:0.1|. Procedure: NaH (0.62 g, 15 mmol, 60% oil dispersion) was added to a stirred solution of methyl 2-bromo-7-chloro-5H-pyrido[3,2-b]indole-4-carboxylate (3.5 g, 10.3 mmol) in dry DMF (30 mL) under nitrogen in an ice bath. After 5 min, 1-(chloromethyl)-4-methoxybenzene (1.82 mL, 13 4 mmol) was added and the reaction was removed from the bath and left stirring at RT overnight. The reaction was diluted with EtOAc, washed with water (4×) and then brine. Removal of the solvent followed by step gradient silica gel r... The reactants are C(C=C)OC(=O)N[C@@]1([C@@H]2[C@H]([C@@H]2CC1)C(=O)O)C(=O)OCC1=CC(=CC=C1)Cl ((1S,2S,5R,6S)-2-Allyloxycarbonylamino-2-(3′-chloro-benzyloxycarbonyl)-bicyclo[3.1.0]hexane-6-carboxylic acid), CC1(C(NC(NC1=O)=O)=O)C (dimethylbarbituric acid), tetrakis triphenylphosphine palladium (0). Yields the product N[C@@]1([C@@H]2[C@H]([C@@H]2CC1)C(=O)O)C(=O)OCC1=CC(=CC=C1)Cl ((1S,2S,5R,6S)-2-Amino-2-(3′-chlorobenzyloxycarbonyl)-bicyclo[3.1.0]hexane-6-carboxylic acid), solid. The yield is 62.0%. Reaction SMILES: C(OC([NH:7][C@@:8]1([C:17]([O:19][CH2:20][C:21]2[CH:26]=[CH:25][CH:24]=[C:23]([Cl:27])[CH:22]=2)=[O:18])[CH2:13][CH2:12][C@@H:11]2[C@H:9]1[C@H:10]2[C:14]([OH:16])=[O:15])=O)C=C.CC1(C)C(=O)NC(=O)NC1=O>>[NH2:7][C@@:8]1([C:17]([O:19][CH2:20][C:21]2[CH:26]=[CH:25][CH:24]=[C:23]([Cl:27])[CH:22]=2)=[O:18])[CH2:13][CH2:12][C@@H:11]2[C@H:9]1[C@H:10]2[C:14]([OH:16])=[O:15]. Reported procedure: (1S,2S,5R,6S)-2-Allyloxycarbonylamino-2-(3′-chloro-benzyloxycarbonyl)-bicyclo[3.1.0]hexane-6-carboxylic acid (708 mg, 1.8 mmol) was reacted with dimethylbarbituric acid (421 mg, 2.7 mmol) and tetrakis triphenylphosphine palladium (0) (42 mg; 0.02 mmol) under general procedure 4. The title compound was obtained as a white solid (385 mg, 62% yield). Reactants: CCOC(=O)/N=N/C(=O)OCC (diethylazodicarboxylate), resultant solution, [C@H]12[C@@H](O)C=C[C@H](O1)CO2 (1,6-anhydro-3,4-dideoxy-β-D-threo-hex-3-enopyranose), C1(=CC=CC=C1)P(C1=CC=CC=C1)C1=CC=CC=C1 (triphenyl phosphine), C(C)(=O)O (acetic acid), C(O)([O-])=O.[Na+] (sodium hydrogencarbonate). Run in ice water, C1CCOC1 (THF), C1CCOC1 (THF). Yields the product C(C)(=O)O[C@H]1[C@H]2O[C@@H](C=C1)CO2 (2-O-acetyl-1,6-anhydro-3,4-dideoxy-β-D-erythro-hex-3-enopyranose). Yield: 51.1%. RXN SMILES: [C@@H:1]12[O:9][CH2:8][C@@H:6]([O:7]1)[CH:5]=[CH:4][C@@H:2]2[OH:3].C1(P(C2C=CC=CC=2)C2C=CC=CC=2)C=CC=CC=1.[C:29](O)(=[O:31])[CH3:30].CCOC(/N=N/C(OCC)=O)=O.C(=O)([O-])O.[Na+]>C1COCC1>[C:29]([O:3][C@@H:2]1[CH:4]=[CH:5][C@H:6]2[CH2:8][O:9][C@@H:1]1[O:7]2)(=[O:31])[CH3:30] |f:4.5|. Procedure: 4.15 g (32.4 mmol) of 1,6-anhydro-3,4-dideoxy-β-D-threo-hex-3-enopyranose, 17.20 g (65.6 mmol) of triphenyl phosphine, and 3.94 g (65.6 mmol) of acetic acid were added to 30 ml of dry THF, and a solution obtained by dissolving 11.42 g (65.6 mmol) of diethylazodicarboxylate in 50 ml of dry THF was gradually dropped in the above mixture in a nitrogen-sealed ice-water bath. The resultant solution was stirred at room temperature for 24 hours. The reaction solution was neutralized with a 1% aqueous s... Reactants: C(CCC)O (1-Butanol), F[B-](F)(F)F.C[O+](C)C (Trimethyloxonium tetrafluoroborate), ClC=1C(=C(C=CC1F)C(=O)N1CC(NCC1)=O)C (4-[(3-chloro-4-fluoro-2-methylphenyl)carbonyl]-2-piperazinone), S1C(=NC=C1)C(=O)NN (1,3-thiazole-2-carbohydrazide). Run in ClCCl (dichloromethane). Conditions: time 8 hour. Yields the product ClC=1C(=C(C=CC1F)C(=O)N1CC=2N(CC1)C(=NN2)C=2SC=CN2)C (7-[(3-Chloro-4-fluoro-2-methylphenyl)carbonyl]-3-(1,3-thiazol-2-yl)-5,6,7,8-tetrahydro[1,2,4]triazolo[4,3-a]pyrazine). The yield is 51.3%. RXN SMILES: F[B-](F)(F)F.C[O+](C)C.[Cl:10][C:11]1[C:12]([CH3:27])=[C:13]([C:18]([N:20]2[CH2:25][CH2:24][NH:23][C:22](=O)[CH2:21]2)=[O:19])[CH:14]=[CH:15][C:16]=1[F:17].[S:28]1[CH:32]=[CH:31][N:30]=[C:29]1[C:33]([NH:35][NH2:36])=O.C(O)CCC>ClCCl>[Cl:10][C:11]1[C:12]([CH3:27])=[C:13]([C:18]([N:20]2[CH2:25][CH2:24][N:23]3[C:33]([C:29]4[S:28][CH:32]=[CH:31][N:30]=4)=[N:35][N:36]=[C:22]3[CH2:21]2)=[O:19])[CH:14]=[CH:15][C:16]=1[F:17] |f:0.1|. Procedure details: Trimethyloxonium tetrafluoroborate (138 mg, 0.887 mmol) was added under argon to a suspension of 4-[(3-chloro-4-fluoro-2-methylphenyl)carbonyl]-2-piperazinone (I59) (200 mg, 0.739 mmol) in dry dichloromethane (DCM) (3.694 ml). The reaction mixture was stirred at room temperature overnight—cloudy mixture. 1,3-thiazole-2-carbohydrazide (I51) (159 mg, 1.108 mmol) was added and the resulting mixture was stirred at room temperature 2 h—reaction mixture was in solution before that a precipitate had ap...